From a dataset of the Open Reaction Database (ORD), a public repository of structured organic reaction records. describe an organic reaction: reactants, conditions, products, and yield Starting materials: C([O-])([O-])=O.[Na+].[Na+] (sodium carbonate), C(C1=CC=CC=C1)OC1=C(C=C(C=C1)B(O)O)F (4-(benzyloxy)-3-fluorophenylboronic acid), BrC=1C(=NC=CC1)N (3-bromopyridin-2-amine). The reagents and catalysts are C=1C=CC(=CC1)[P](C=2C=CC=CC2)(C=3C=CC=CC3)[Pd]([P](C=4C=CC=CC4)(C=5C=CC=CC5)C=6C=CC=CC6)([P](C=7C=CC=CC7)(C=8C=CC=CC8)C=9C=CC=CC9)[P](C=1C=CC=CC1)(C=1C=CC=CC1)C=1C=CC=CC1 (tetrakis(triphenylphosphine)palladium(0)). The solvent is COCCOC (DME), O (water). Reaction conditions: temperature 80 celsius, time 8 hour. Product: C(C1=CC=CC=C1)OC1=C(C=C(C=C1)C=1C(=NC=CC1)N)F (3-(4-(benzyloxy)-3-fluorophenyl)pyridin-2-amine). Yield: 100.0%. RXN SMILES: C(=O)([O-])[O-].[Na+].[Na+].[CH2:7]([O:14][C:15]1[CH:20]=[CH:19][C:18](B(O)O)=[CH:17][C:16]=1[F:24])[C:8]1[CH:13]=[CH:12][CH:11]=[CH:10][CH:9]=1.Br[C:26]1[C:27]([NH2:32])=[N:28][CH:29]=[CH:30][CH:31]=1>COCCOC.O.C1C=CC([P]([Pd]([P](C2C=CC=CC=2)(C2C=CC=CC=2)C2C=CC=CC=2)([P](C2C=CC=CC=2)(C2C=CC=CC=2)C2C=CC=CC=2)[P](C2C=CC=CC=2)(C2C=CC=CC=2)C2C=CC=CC=2)(C2C=CC=CC=2)C2C=CC=CC=2)=CC=1>[CH2:7]([O:14][C:15]1[CH:20]=[CH:19][C:18]([C:26]2[C:27]([NH2:32])=[N:28][CH:29]=[CH:30][CH:31]=2)=[CH:17][C:16]=1[F:24])[C:8]1[CH:13]=[CH:12][CH:11]=[CH:10][CH:9]=1 |f:0.1.2,^1:43,45,64,83|. Procedure details: A mixture of sodium carbonate (7.18 g), tetrakis(triphenylphosphine)palladium(0) (1.957 g), 4-(benzyloxy)-3-fluorophenylboronic acid (10 g), and 3-bromopyridin-2-amine (5.86 g) in DME (120 mL) and water (24 mL) was stirred at 80° C. overnight. The mixture was added with silica gel, concentrated in vacuo, and purified by column chromatography (silica gel, eluted with EtOAc in hexane) to give the title compound (9.97 g) as a pale yellow solid. Reaction SMILES: [CH3:1][O:2][CH:3]([C:4]1([CH3:18])[O:5][c:6]2[c:7]([cH:11][c:12]([N+:15](=[O:16])[O-:17])[cH:13][cH:14]2)[CH:8]2[CH:9]1[O:10]2)[O:19][CH3:20].[F:21][c:22]1[cH:23][cH:24][c:25]([NH:28][CH2:29][c:30]2[nH:31][cH:32][cH:33][n:34]2)[cH:26][cH:27]1>>[CH3:1][O:2][CH:3]([C:4]1([CH3:18])[O:5][c:6]2[c:7]([cH:11][c:12]([N+:15](=[O:16])[O-:17])[cH:13][cH:14]2)[CH:8]([N:28]([c:25]2[cH:24][cH:23][c:22]([F:21])[cH:27][cH:26]2)[CH2:29][c:30]2[nH:31][cH:32][cH:33][n:34]2)[CH:9]1[OH:10])[O:19][CH3:20]. Starting materials: COC(OC)C1(C)Oc2ccc([N+](=O)[O-])cc2C2OC21, Fc1ccc(NCc2ncc[nH]2)cc1. Yields the product COC(OC)C1(C)Oc2ccc([N+](=O)[O-])cc2C(N(Cc2ncc[nH]2)c2ccc(F)cc2)C1O. The reactants are C(C)(C)C1C(C(C2=CC(=CC=C12)C)(C)C)C (1-isopropyl-2,3,3,5-tetramethylindane), C(C(C)=C)Cl (methallyl chloride), S(O)(O)(=O)=O (sulfuric acid). Run in C1(=CC=CC=C1)C (toluene). Run at temperature 40 celsius. Product: CC(CCl)(C)C1=CC=C(C=C1)C (2-methyl-2 (para-tolyl)propyl chloride). RXN SMILES: C(C1[C:12]2[C:7](=[CH:8][C:9](C)=[CH:10][CH:11]=2)[C:6](C)(C)C1C)(C)C.[CH2:17]([Cl:21])[C:18](=[CH2:20])[CH3:19].S(=O)(=O)(O)O>C1(C)C=CC=CC=1>[CH3:20][C:18]([C:10]1[CH:11]=[CH:12][C:7]([CH3:6])=[CH:8][CH:9]=1)([CH3:19])[CH2:17][Cl:21]. Procedure: To prepare the 1-isopropyl-2,3,3,5-tetramethylindane, the procedures of Traas et al., U.S. Pat. No. 4,352,748 are substantially followed. Specifically, methallyl chloride (24 g) is added to a mixture of toluene (92 g) and concentrated sulfuric acid (49 g), while maintaining the temperature at about 40° C. The reaction mixture is stirred for half an hour, after which time the layers are separated. The organic layer is washed neutral with soda solution, dried on magnesium sulfate and evaporated. T... Reactants: B(Br)(Br)Br (BBr3), Cl.C(C=C)N([C@@H]1[C@@H](C2=CC=CC(=C2CC1)OC)C)CCC (cis-N-allyl-5-methoxy-1-methyl-2-(n-propylamino) tetralin hydrochloride), ice, [NH4+].[OH-] (NH4OH). Run in C(Cl)(Cl)Cl (CHCl3), C(Cl)(Cl)Cl (CHCl3). Conditions: time 15 minute. The product is Cl.C(C=C)N([C@@H]1[C@@H](C2=CC=CC(=C2CC1)O)C)CCC (cis-N-Allyl-5-hydroxy-1-methyl-2-(n-propylamino)tetralin hydrochloride). Reaction SMILES: [ClH:1].[CH2:2]([N:5]([CH2:19][CH2:20][CH3:21])[C@H:6]1[CH2:15][CH2:14][C:13]2[C:8](=[CH:9][CH:10]=[CH:11][C:12]=2[O:16]C)[C@H:7]1[CH3:18])[CH:3]=[CH2:4].B(Br)(Br)Br.[NH4+].[OH-]>C(Cl)(Cl)Cl>[ClH:1].[CH2:2]([N:5]([CH2:19][CH2:20][CH3:21])[C@H:6]1[CH2:15][CH2:14][C:13]2[C:8](=[CH:9][CH:10]=[CH:11][C:12]=2[OH:16])[C@H:7]1[CH3:18])[CH:3]=[CH2:4] |f:0.1,3.4,6.7|. Procedure: The intermediate cis-N-allyl-5-methoxy-1-methyl-2-(n-propylamino) tetralin hydrochloride (200 mg; 0.68 mmol) was dissolved in CHCl3 (2 ml) and added during 2 minutes to a well-stirred solution of BBr3 (1.10 g; 4.39 mmol) in CHCl3 (13 ml) maintained in the temperature range 23°-26° C. The stirring was continued for 15 minutes at 20° C. The reaction mixture was poured into a well-stirred mixture of ice (6 g) and concentrated NH4OH (1.5 ml). The two-phase system was kept at 0° for 30 minutes with c... Reactants: Cl, O=C(NCC1Cc2cccc(-c3ccc(F)cc3F)c2O1)OCc1ccccc1. The product is NCC1Cc2cccc(-c3ccc(F)cc3F)c2O1. RXN SMILES: [ClH:30].[F:1][c:2]1[c:3](-[c:9]2[cH:10][cH:11][cH:12][c:13]3[c:17]2[O:16][CH:15]([CH2:18][NH:19][C:20](=[O:21])[O:22][CH2:23][c:24]2[cH:25][cH:26][cH:27][cH:28][cH:29]2)[CH2:14]3)[cH:4][cH:5][c:6]([F:8])[cH:7]1>>[F:1][c:2]1[c:3](-[c:9]2[cH:10][cH:11][cH:12][c:13]3[c:17]2[O:16][CH:15]([CH2:18][NH2:19])[CH2:14]3)[cH:4][cH:5][c:6]([F:8])[cH:7]1. Reactants: FC=1C=C(C=C(C1)C(C)(C(C)O)OC)OCC1=CC2=CC=CC=C2C=C1 ((2RS,3SR)-2-(5-fluoro-3-(naphth-2-ylmethoxy)phenyl]-2-methoxybutan-3-ol), CI (methyl iodide). Yields the product COC(C(C)(OC)C1=CC(=CC(=C1)F)OCC1=CC2=CC=CC=C2C=C1)C ((2RS,3SR)-2-(5-fluoro-3-(naphth-2-ylmethoxy)phenyl]-2-methoxybut-3-yl methyl ether). The yield is 60.0%. Reaction SMILES: [F:1][C:2]1[CH:3]=[C:4]([O:15][CH2:16][C:17]2[CH:26]=[CH:25][C:24]3[C:19](=[CH:20][CH:21]=[CH:22][CH:23]=3)[CH:18]=2)[CH:5]=[C:6]([C:8]([O:13][CH3:14])([CH:10]([OH:12])[CH3:11])[CH3:9])[CH:7]=1.[CH3:27]I>>[CH3:27][O:12][CH:10]([CH3:11])[C:8]([C:6]1[CH:7]=[C:2]([F:1])[CH:3]=[C:4]([O:15][CH2:16][C:17]2[CH:26]=[CH:25][C:24]3[C:19](=[CH:20][CH:21]=[CH:22][CH:23]=3)[CH:18]=2)[CH:5]=1)([O:13][CH3:14])[CH3:9]. Procedure: Using the procedure described in Example 8, (2RS,3SR)-2-(5-fluoro-3-(naphth-2-ylmethoxy)phenyl]-2-methoxybutan-3-ol was reacted with methyl iodide to give (2RS,3SR)-2-(5-fluoro-3-(naphth-2-ylmethoxy)phenyl]-2-methoxybut-3-yl methyl ether in 60% yield, m.p. 75°-76° C. Reactants: Cl (HCl), C(C1=CC=CC=C1)OC=1C(=NNC1C(=O)OC)C(=O)OC (Dimethyl 4-benzyloxy-1H-pyrazole-3,5-dicarboxylate), C(C)(=O)OCC (ethyl acetate). The solvent is O (water), CN(N)C (N,N-dimethylhydrazine). Run at temperature 35 celsius. Yields the product C(C1=CC=CC=C1)OC=1C(=NNC1C(=O)OC)C(=O)O (Methyl 4-benzyloxy-3-carboxy-1H-pyrazole-5-carboxylate). As a reaction SMILES: [CH2:1]([O:8][C:9]1[C:10]([C:18]([O:20][CH3:21])=[O:19])=[N:11][NH:12][C:13]=1[C:14]([O:16]C)=[O:15])[C:2]1[CH:7]=[CH:6][CH:5]=[CH:4][CH:3]=1.Cl.C(OCC)(=O)C>CN(C)N.O>[CH2:1]([O:8][C:9]1[C:13]([C:14]([OH:16])=[O:15])=[N:12][NH:11][C:10]=1[C:18]([O:20][CH3:21])=[O:19])[C:2]1[CH:3]=[CH:4][CH:5]=[CH:6][CH:7]=1. Reported procedure: Dimethyl 4-benzyloxy-1H-pyrazole-3,5-dicarboxylate (25 g, 86 mmol) was dissolved in N,N-dimethylhydrazine (75 mL) and the stirred mixture heated to reflux under nitrogen atmosphere for 30 hours. The solvent was removed in vacuo to give a white solid. The residue was dissolved in water (200 mL), 1N HCl (75 mL), and ethyl acetate (100 mL). The mixture was stirred and warmed to 35° C. until all the solids had dissolved. The layers were then separated and the aqueous layer was extracted with more et...